This data is from the Open Reaction Database (ORD), a public repository of structured organic reaction records. The task is: describe an organic reaction: reactants, conditions, products, and yield Starting materials: O=C(Cl)OCc1ccccc1, Cl, Nc1ccc(O)c(C(=O)O)c1, c1ccncc1. The product is O=C(Nc1ccc(O)c(C(=O)O)c1)OCc1ccccc1. As a reaction SMILES: [Cl:1][C:2](=[O:3])[O:4][CH2:5][c:6]1[cH:7][cH:8][cH:9][cH:10][cH:11]1.[ClH:23].[NH2:12][c:13]1[cH:14][cH:15][c:16]([OH:22])[c:17]([C:18](=[O:19])[OH:20])[cH:21]1.[cH:24]1[cH:25][cH:26][n:27][cH:28][cH:29]1>>[C:2](=[O:3])([O:4][CH2:5][c:6]1[cH:7][cH:8][cH:9][cH:10][cH:11]1)[NH:12][c:13]1[cH:14][cH:15][c:16]([OH:22])[c:17]([C:18](=[O:19])[OH:20])[cH:21]1. Reactants: CC(=O)[O-], COc1ccc(CN(Cc2ccc(OC)cc2)c2nc(C)nc(Cl)n2)cc1, Cc1nc(Cl)nc(Cl)n1, OB(O)c1ccc(-c2cccnc2)nc1F, [K+], C1COCCO1, O. Product: COc1ccc(CN(Cc2ccc(OC)cc2)c2nc(C)nc(-c3ccc(-c4cccnc4)nc3F)n2)cc1. As a reaction SMILES: [CH3:54][C:55](=[O:56])[O-:57].[Cl:17][c:18]1[n:19][c:20]([N:25]([CH2:26][c:27]2[cH:28][cH:29][c:30]([O:33][CH3:34])[cH:31][cH:32]2)[CH2:35][c:36]2[cH:37][cH:38][c:39]([O:42][CH3:43])[cH:40][cH:41]2)[n:21][c:22]([CH3:24])[n:23]1.[Cl:44][c:45]1[n:46][c:47]([Cl:48])[n:49][c:50]([CH3:51])[n:52]1.[F:1][c:2]1[c:3]([B:14]([OH:15])[OH:16])[cH:4][cH:5][c:6](-[c:8]2[cH:9][n:10][cH:11][cH:12][cH:13]2)[n:7]1.[K+:53].[O:58]1[CH2:59][CH2:60][O:61][CH2:62][CH2:63]1.[OH2:64]>>[F:1][c:2]1[c:3](-[c:18]2[n:19][c:20]([N:25]([CH2:26][c:27]3[cH:28][cH:29][c:30]([O:33][CH3:34])[cH:31][cH:32]3)[CH2:35][c:36]3[cH:37][cH:38][c:39]([O:42][CH3:43])[cH:40][cH:41]3)[n:21][c:22]([CH3:24])[n:23]2)[cH:4][cH:5][c:6](-[c:8]2[cH:9][n:10][cH:11][cH:12][cH:13]2)[n:7]1. RXN SMILES: [C:1]([C:9]1[CH:14]=[C:13]([Cl:15])[CH:12]=[CH:11][C:10]=1[NH:16][C:17](=[O:35])[C:18]([C:21]1[CH:26]=[C:25]([C:27]([F:30])([F:29])[F:28])[CH:24]=[C:23]([C:31]([F:34])([F:33])[F:32])[CH:22]=1)([CH3:20])[CH3:19])(=[O:8])[C:2]1[CH:7]=[CH:6][CH:5]=[CH:4][CH:3]=1.[H-].[Na+].[CH3:38]I>CN(C)C=O>[C:1]([C:9]1[CH:14]=[C:13]([Cl:15])[CH:12]=[CH:11][C:10]=1[N:16]([CH3:38])[C:17](=[O:35])[C:18]([C:21]1[CH:22]=[C:23]([C:31]([F:34])([F:33])[F:32])[CH:24]=[C:25]([C:27]([F:30])([F:28])[F:29])[CH:26]=1)([CH3:20])[CH3:19])(=[O:8])[C:2]1[CH:7]=[CH:6][CH:5]=[CH:4][CH:3]=1 |f:1.2|. Procedure details: To a solution of 154 mg (0.3 mmol) of N-(2-benzoyl-4-chloro-phenyl)-2-(3,5-bis-trifluoromethyl-phenyl)-isobutyramide in 1 ml dimethylformamide were added 26 mg (0.6 mmol) sodium hydride (55% suspension in mineral oil). After 30 min stirring at room temperature 85 mg of methyl iodide (0.6 mmol) were added and the reaction mixture was stirred at 80° C. overnight. The solvent was evaporated under reduced pressure and the residue was purified by flash chromatography to yield 51 mg (32%) of the title... Yield: 32.2%. Reaction conditions: temperature 80 celsius, time 8 hour. Reactants: C(C1=CC=CC=C1)(=O)C1=C(C=CC(=C1)Cl)NC(C(C)(C)C1=CC(=CC(=C1)C(F)(F)F)C(F)(F)F)=O (N-(2-benzoyl-4-chloro-phenyl)-2-(3,5-bis-trifluoromethyl-phenyl)-isobutyramide), [H-].[Na+] (sodium hydride), CI (methyl iodide). Yields the product C(C1=CC=CC=C1)(=O)C1=C(C=CC(=C1)Cl)N(C(C(C)(C)C1=CC(=CC(=C1)C(F)(F)F)C(F)(F)F)=O)C (N-(2-Benzoyl-4-chloro-phenyl)-2-(3,5-bis-trifluoromethyl-phenyl)-N-methyl-isobutyramide). The solvent is CN(C=O)C (dimethylformamide). Reactants: FC1=C(C=C2C(=NN(C2=C1F)COCC[Si](C)(C)C)NC(=O)N1CCCCC1)C1=CC=CC=C1 (piperidine-1-carboxylic acid (6,7-difluoro-5-phenyl-1-[[2-(trimethylsilyl)-ethoxy]methyl]-1H-indazol-3-yl)amide), Cl (HCl). Run in CO (methanol). Yields the product FC1=C(C=C2C(=NNC2=C1F)NC(=O)N1CCCCC1)C1=CC=CC=C1 (Piperidine-1-carboxylic acid (6,7-difluoro-5-phenyl-1H-indazol-3-yl)-amide). Reaction SMILES: [F:1][C:2]1[C:10]([F:11])=[C:9]2[C:5]([C:6]([NH:20][C:21]([N:23]3[CH2:28][CH2:27][CH2:26][CH2:25][CH2:24]3)=[O:22])=[N:7][N:8]2COCC[Si](C)(C)C)=[CH:4][C:3]=1[C:29]1[CH:34]=[CH:33][CH:32]=[CH:31][CH:30]=1.Cl>CO>[F:1][C:2]1[C:10]([F:11])=[C:9]2[C:5]([C:6]([NH:20][C:21]([N:23]3[CH2:24][CH2:25][CH2:26][CH2:27][CH2:28]3)=[O:22])=[N:7][NH:8]2)=[CH:4][C:3]=1[C:29]1[CH:34]=[CH:33][CH:32]=[CH:31][CH:30]=1. Reported procedure: 80 mg of piperidine-1-carboxylic acid (6,7-difluoro-5-phenyl-1-[[2-(trimethylsilyl)-ethoxy]methyl]-1H-indazol-3-yl)amide in 2.5 ml of methanol are treated with 0.82 ml of 2N HCl for 1 hour at reflux. After evaporation and purification by preparative LC/MS (acetonitrile/pH 9 buffer), 11 mg of piperidine-1-carboxylic acid (6,7-difluoro-5-phenyl-1H-indazol-3-yl)amide are obtained. The reactants are O=C([O-])[O-], CCOP(=O)(Cc1ccc(Nc2ncc(C(F)(F)F)c(Nc3ccc(Br)c4c3C(=O)N(C)C4)n2)cc1)OCC, C1COCCO1, COCCn1cc(B2OC(C)(C)C(C)(C)O2)cn1, ClCCl, [K+], [K+], O. The product is CCOP(=O)(Cc1ccc(Nc2ncc(C(F)(F)F)c(Nc3ccc(-c4cnn(CCOC)c4)c4c3C(=O)N(C)C4)n2)cc1)OCC. As a reaction SMILES: [C:58](=[O:59])([O-:60])[O-:61].[CH2:1]([CH3:2])[O:3][P:4]([O:5][CH2:6][CH3:7])(=[O:8])[CH2:9][c:10]1[cH:11][cH:12][c:13]([NH:16][c:17]2[n:18][cH:19][c:20]([C:36]([F:37])([F:38])[F:39])[c:21]([NH:23][c:24]3[c:25]4[c:29]([c:30]([Br:33])[cH:31][cH:32]3)[CH2:28][N:27]([CH3:34])[C:26]4=[O:35])[n:22]2)[cH:14][cH:15]1.[CH2:68]1[O:69][CH2:70][CH2:71][O:72][CH2:73]1.[CH3:40][O:41][CH2:42][CH2:43][n:44]1[n:45][cH:46][c:47]([B:49]2[O:50][C:51]([CH3:52])([CH3:53])[C:54]([CH3:55])([CH3:56])[O:57]2)[cH:48]1.[Cl:64][CH2:65][Cl:66].[K+:62].[K+:63].[OH2:67]>>[CH2:1]([CH3:2])[O:3][P:4]([O:5][CH2:6][CH3:7])(=[O:8])[CH2:9][c:10]1[cH:11][cH:12][c:13]([NH:16][c:17]2[n:18][cH:19][c:20]([C:36]([F:37])([F:38])[F:39])[c:21]([NH:23][c:24]3[c:25]4[c:29]([c:30](-[c:47]5[cH:46][n:45][n:44]([CH2:43][CH2:42][O:41][CH3:40])[cH:48]5)[cH:31][cH:32]3)[CH2:28][N:27]([CH3:34])[C:26]4=[O:35])[n:22]2)[cH:14][cH:15]1. Reactants: C(C)OC1=CC2=C(N(C(N2C2CCCCC2)=O)S(=O)(=O)C2=C(C=C(C=C2)C(=O)OCC2=CC=CC=C2)OC)C=C1 (5-ethoxy-1,3-dihydro-1-(2-methoxy-4-benzyloxycarbonylbenzenesulfonyl)-3-cyclohexyl-2H-benzimidazol-2-one). The reagents and catalysts are [Pd] (Pd/C). Solvent: CCOC(=O)C (AcOEt). Yields the product C(C)OC1=CC2=C(N(C(N2C2CCCCC2)=O)S(=O)(=O)C2=C(C=C(C=C2)C(=O)O)OC)C=C1 (5-Ethoxy-1,3-dihydro-1-(2-methoxy-4-carboxybenzenesulfonyl)-3-cyclohexyl-2H-benzimidazol-2-one). Isolated yield 73.5%. Reaction SMILES: [CH2:1]([O:3][C:4]1[CH:40]=[CH:39][C:7]2[N:8]([S:18]([C:21]3[CH:26]=[CH:25][C:24]([C:27]([O:29]CC4C=CC=CC=4)=[O:28])=[CH:23][C:22]=3[O:37][CH3:38])(=[O:20])=[O:19])[C:9](=[O:17])[N:10]([CH:11]3[CH2:16][CH2:15][CH2:14][CH2:13][CH2:12]3)[C:6]=2[CH:5]=1)[CH3:2]>CCOC(C)=O.[Pd]>[CH2:1]([O:3][C:4]1[CH:40]=[CH:39][C:7]2[N:8]([S:18]([C:21]3[CH:26]=[CH:25][C:24]([C:27]([OH:29])=[O:28])=[CH:23][C:22]=3[O:37][CH3:38])(=[O:19])=[O:20])[C:9](=[O:17])[N:10]([CH:11]3[CH2:12][CH2:13][CH2:14][CH2:15][CH2:16]3)[C:6]=2[CH:5]=1)[CH3:2]. Procedure details: 4 g of 5-ethoxy-1,3-dihydro-1-(2-methoxy-4-benzyloxycarbonylbenzenesulfonyl)-3-cyclohexyl-2H-benzimidazol-2-one in 100 ml of AcOEt were hydrogenated at room temperature and at atmospheric pressure in the presence of 200 mg of Pd/C. The catalyst was filtered off on C elite® and the filtrate was concentrated under vacuum. 2.47 g of the expected compound were obtained in the form of a white solid by crystallization from iso ether. M.p.=205° C. The reactants are C(CC(C)C)P (isopentyl phosphine), C(C)OC(C=C)=O (ethylacrylate). Yields the product C(CC(C)C)P(CCC(=O)OCC)CCC(=O)OCC (isopentylbis(carbethoxyethyl)phosphine). Reaction SMILES: [CH2:1]([PH2:6])[CH2:2][CH:3]([CH3:5])[CH3:4].[CH2:7]([O:9][C:10](=[O:13])[CH:11]=[CH2:12])[CH3:8]>>[CH2:1]([P:6]([CH2:12][CH2:11][C:10]([O:9][CH2:7][CH3:8])=[O:13])[CH2:12][CH2:11][C:10]([O:9][CH2:7][CH3:8])=[O:13])[CH2:2][CH:3]([CH3:5])[CH3:4]. Procedure: Using the procedure of Example 1, isopentyl phosphine is reacted at 70°-90° C. with ethylacrylate to give isopentylbis(carbethoxyethyl)phosphine. The latter is oxidized with hydrogen peroxide and hydrolyzed with aqueous dilute hydrochloric acid to give the corresponding acid, isopentylbis(β-carboxyethyl)phosphine oxide.